From a dataset of the Open Reaction Database (ORD), a public repository of structured organic reaction records. describe an organic reaction: reactants, conditions, products, and yield Starting materials: FC(C(=O)O)(F)F (Trifluoroacetic acid), COC=1C=C(C=CC1N1C=NC(=C1)C)/C=C/C1=NN2C(C(CCC2)C2CCN(CC2)C(=O)OC(C)(C)C)=N1 (tert-butyl 4-(2-{(E)-2-[3-methoxy-4-(4-methyl-1H-imidazol-1-yl)phenyl]vinyl}-5,6,7,8-tetrahydro[1,2,4]triazolo[1,5-a]pyridin-8-yl)piperidine-1-carboxylate), C([O-])(O)=O.[Na+] (sodium bicarbonate), C(C)(=O)OCC (ethyl acetate). Run in C(Cl)Cl (methylene chloride). Reaction conditions: time 2 hour. The product is COC=1C=C(C=CC1N1C=NC(=C1)C)/C=C/C1=NN2C(C(CCC2)C2CCNCC2)=N1 (2-{(E)-2-[3-methoxy-4-(4-methyl-1H-imidazol-1-yl)phenyl]vinyl}-8-(piperidin-4-yl)-5,6,7,8-tetrahydro[1,2,4]triazolo[1,5-a]pyridine). The yield is 57.0%. RXN SMILES: FC(F)(F)C(O)=O.[CH3:8][O:9][C:10]1[CH:11]=[C:12](/[CH:22]=[CH:23]/[C:24]2[N:45]=[C:27]3[CH:28]([CH:32]4[CH2:37][CH2:36][N:35](C(OC(C)(C)C)=O)[CH2:34][CH2:33]4)[CH2:29][CH2:30][CH2:31][N:26]3[N:25]=2)[CH:13]=[CH:14][C:15]=1[N:16]1[CH:20]=[C:19]([CH3:21])[N:18]=[CH:17]1.C(=O)(O)[O-].[Na+].C(OCC)(=O)C>C(Cl)Cl>[CH3:8][O:9][C:10]1[CH:11]=[C:12](/[CH:22]=[CH:23]/[C:24]2[N:45]=[C:27]3[CH:28]([CH:32]4[CH2:33][CH2:34][NH:35][CH2:36][CH2:37]4)[CH2:29][CH2:30][CH2:31][N:26]3[N:25]=2)[CH:13]=[CH:14][C:15]=1[N:16]1[CH:20]=[C:19]([CH3:21])[N:18]=[CH:17]1 |f:2.3|. Procedure details: Trifluoroacetic acid (1 ml) was added to a solution of tert-butyl 4-(2-{(E)-2-[3-methoxy-4-(4-methyl-1H-imidazol-1-yl)phenyl]vinyl}-5,6,7,8-tetrahydro[1,2,4]triazolo[1,5-a]pyridin-8-yl)piperidine-1-carboxylate (361 mg) in methylene chloride (3 ml), and the mixture was stirred at room temperature for two hours. A saturated sodium bicarbonate solution and ethyl acetate were added to the reaction solution, and the organic layer was separated. The organic layer was sequentially washed with a saturat... Reactants: C(C)(=O)O[C@@H]1C[C@@H]2CCC3=C4C(C[C@H]([C@@H](CCCO)C)[C@]4(CC[C@@H]3[C@]2(CC1)C)C)=O (3β-acetoxy-24-hydroxy-5α-chol-8(14)-en-15-one), solution, CC(=O)C.OS(=O)(=O)O.O=[Cr](=O)=O (Jones reagent), CC(C)O (2-Propanol). The solvent is CC(=O)C (acetone). Yields the product C(C)(=O)O[C@@H]1C[C@@H]2CCC3=C4C(C[C@H]([C@@H](CCC(=O)O)C)[C@]4(CC[C@@H]3[C@]2(CC1)C)C)=O (3β-acetoxy-15-keto-5α-chol-8(14)-en-24-oic acid). Reaction SMILES: [C:1]([O:4][C@H:5]1[CH2:27][CH2:26][C@@:25]2([CH3:28])[C@@H:7]([CH2:8][CH2:9][C:10]3[C@@H:24]2[CH2:23][CH2:22][C@@:21]2([CH3:29])[C:11]=3[C:12](=[O:30])[CH2:13][C@@H:14]2[C@H:15]([CH3:20])[CH2:16][CH2:17][CH2:18][OH:19])[CH2:6]1)(=[O:3])[CH3:2].CC(C)=[O:33].OS(O)(=O)=O.O=[Cr](=O)=O.CC(O)C>CC(C)=O>[C:1]([O:4][C@H:5]1[CH2:27][CH2:26][C@@:25]2([CH3:28])[C@@H:7]([CH2:8][CH2:9][C:10]3[C@@H:24]2[CH2:23][CH2:22][C@@:21]2([CH3:29])[C:11]=3[C:12](=[O:30])[CH2:13][C@@H:14]2[C@H:15]([CH3:20])[CH2:16][CH2:17][C:18]([OH:33])=[O:19])[CH2:6]1)(=[O:3])[CH3:2] |f:1.2.3|. Reported procedure: To 3β-acetoxy-24-hydroxy-5α-chol-8(14)-en-15-one (1.0 g) in acetone (50 ml) an 8N solution of Jones reagent was added dropwise with stirring at room temperature until the orange color of the reagent persisted. 2-Propanol (1 ml) was added, and the reaction mixture was filtered through a sintered glass filter and evaporated to dryness under reduced pressure. The residue was dissolved in ethyl acetate, and the organic solution was washed with water, dried over anhydrous sodium sulfate, and evaporat...